From a dataset of the Open Reaction Database (ORD), a public repository of structured organic reaction records. describe an organic reaction: reactants, conditions, products, and yield Starting materials: CCOC(C)=O, CC(C)C=O, ClCCl, CNCC(=O)NCCCC(c1ccc(F)cc1)c1ccc(F)cc1. Product: CC(C)CN(C)CC(=O)NCCCC(c1ccc(F)cc1)c1ccc(F)cc1. Reaction SMILES: [CH3:33][CH2:34][O:35][C:36]([CH3:37])=[O:38].[CH:25]([CH:26]([CH3:27])[CH3:28])=[O:29].[Cl:30][CH2:31][Cl:32].[F:1][c:2]1[cH:3][cH:4][c:5]([CH:8]([CH2:9][CH2:10][CH2:11][NH:12][C:13]([CH2:14][NH:15][CH3:16])=[O:17])[c:18]2[cH:19][cH:20][c:21]([F:24])[cH:22][cH:23]2)[cH:6][cH:7]1>>[F:1][c:2]1[cH:3][cH:4][c:5]([CH:8]([CH2:9][CH2:10][CH2:11][NH:12][C:13]([CH2:14][N:15]([CH3:16])[CH2:25][CH:26]([CH3:27])[CH3:28])=[O:17])[c:18]2[cH:19][cH:20][c:21]([F:24])[cH:22][cH:23]2)[cH:6][cH:7]1. Starting materials: [N+](=O)([O-])C1=C(C(=O)Cl)C=CC=C1 (o-nitrobenzoyl chloride), C(CCCCCCCCCCC)O (n-dodecanol), [N+](=O)([O-])C1=C(C(=O)Cl)C=CC=C1 (o-nitrobenzoyl chloride), [N+](=O)([O-])C1=C(C(=O)O)C=CC=C1 (o-nitrobenzoic acid), S(=O)(Cl)Cl (thionyl chloride). Solvent: N1=CC=CC=C1 (pyridine), C(C)#N (acetonitrile), C(C)(=O)OCC (ethyl acetate), CN(C=O)C (dimethylformamide). Conditions: time 30 minute. The product is [N+](=O)([O-])C1=C(C(=O)OCCCCCCCCCCCC)C=CC=C1 (dodecyl o-nitrobenzoate). The yield is 89.9%. As a reaction SMILES: [N+:1]([C:4]1[CH:12]=[CH:11][CH:10]=[CH:9][C:5]=1[C:6]([OH:8])=[O:7])([O-:3])=[O:2].S(Cl)(Cl)=O.[N+](C1C=CC=CC=1C(Cl)=O)([O-])=O.[CH2:29](O)[CH2:30][CH2:31][CH2:32][CH2:33][CH2:34][CH2:35][CH2:36][CH2:37][CH2:38][CH2:39][CH3:40]>C(OCC)(=O)C.N1C=CC=CC=1.C(#N)C.CN(C)C=O>[N+:1]([C:4]1[CH:12]=[CH:11][CH:10]=[CH:9][C:5]=1[C:6]([O:8][CH2:40][CH2:39][CH2:38][CH2:37][CH2:36][CH2:35][CH2:34][CH2:33][CH2:32][CH2:31][CH2:30][CH3:29])=[O:7])([O-:3])=[O:2]. Procedure: A mixture of 83.5 g of o-nitrobenzoic acid, 1 ml of dimethylformamide and 100 ml of thionyl chloride was heated under reflux for 3 hours. The resulting reaction mixture was concentrated under reduced pressure with an aspirator to yield yellow, oily o-nitrobenzoyl chloride. The thus obtained o-nitrobenzoyl chloride was added dropwise to 300 ml of acetonitrile, in which 88.4 g of n-dodecanol and 41 ml of pyridine were dissolved, at room temperature with stirring over a period of 30 minutes. After ... Starting materials: C1(=CC=CC=C1)C(CC(C)=O)=O (1-phenyl-1,3-butanedione), NC1=NNC(=C1C#N)N1CCN(CC1)CC1=CC=CC=C1 (3-Amino-5-(4-phenylmethyl-1-piperazinyl)-4-pyrazolecarbonitrile), C(C)(=O)O (acetic acid). Solvent: ClCCl (dichloromethane). Yields the product CC1=NC=2N(C(=C1)C1=CC=CC=C1)N=C(C2C#N)N2CCN(CC2)CC2=CC=CC=C2 (5-Methyl-7-phenyl-2-[4-(phenylmethyl)-1-piperazinyl]-pyrazolo[1,5-a]pyrimidine-3-carbonitrile). Isolated yield 74.8%. Reaction SMILES: [C:1]1([C:7](=O)[CH2:8][C:9](=O)[CH3:10])[CH:6]=[CH:5][CH:4]=[CH:3][CH:2]=1.[NH2:13][C:14]1[C:18]([C:19]#[N:20])=[C:17]([N:21]2[CH2:26][CH2:25][N:24]([CH2:27][C:28]3[CH:33]=[CH:32][CH:31]=[CH:30][CH:29]=3)[CH2:23][CH2:22]2)[NH:16][N:15]=1.C(O)(=O)C>ClCCl>[CH3:10][C:9]1[CH:8]=[C:7]([C:1]2[CH:6]=[CH:5][CH:4]=[CH:3][CH:2]=2)[N:15]2[N:16]=[C:17]([N:21]3[CH2:26][CH2:25][N:24]([CH2:27][C:28]4[CH:33]=[CH:32][CH:31]=[CH:30][CH:29]=4)[CH2:23][CH2:22]3)[C:18]([C:19]#[N:20])=[C:14]2[N:13]=1. Procedure details: A mixture of 2.9 g (0.018 moles) of 1-phenyl-1,3-butanedione, 5.0 g (0.018 moles) of 3-amino-5-(4-phenylmethyl-1-piperazinyl)-4-pyrazolecarbonitrile (prepared as described in Example 1) and 25 ml of glacial acetic acid was refluxed for 4 hours. The reaction mixture was evaporated in vacuo and gave a thick oil. The oil was dissolved in dichloromethane and partitioned with saturated sodium bicarbonate. The organic layer was separated, dried over anhydrous sodium sulfate and passed through magnesiu...